From a dataset of the Open Reaction Database (ORD), a public repository of structured organic reaction records. describe an organic reaction: reactants, conditions, products, and yield Reaction SMILES: [OH:1][C@H:2]([C:21]1[CH:26]=[CH:25][C:24]([O:27][CH3:28])=[CH:23][CH:22]=1)[C@H:3]([NH:10][C:11](=[O:20])OCC1C=CC=CC=1)[CH2:4][N:5]1[CH2:9][CH2:8][CH2:7][CH2:6]1.Cl.[CH3:30][CH2:31][OH:32]>[Pd]>[OH:1][C@H:2]([C:21]1[CH:22]=[CH:23][C:24]([O:27][CH3:28])=[CH:25][CH:26]=1)[C@H:3]([NH:10][C:11](=[O:20])[CH2:30][CH2:31][O:32][C:24]1[CH:25]=[CH:26][C:21]([CH3:2])=[CH:22][CH:23]=1)[CH2:4][N:5]1[CH2:6][CH2:7][CH2:8][CH2:9]1. Reactants: O[C@@H]([C@@H](CN1CCCC1)NC(OCC1=CC=CC=C1)=O)C1=CC=C(C=C1)OC (benzyl(1R,2R)-1-hydroxy-1-(4-methoxyphenyl)-3-(pyrrolidin-1-yl)propan-2-ylcarbamate), Cl (HCl), CCO (EtOH). Yields the product O[C@@H]([C@@H](CN1CCCC1)NC(CCOC1=CC=C(C=C1)C)=O)C1=CC=C(C=C1)OC (N-((1R,2R)-1-hydroxy-1-(4-methoxyphenyl)-3-(pyrrolidin-1-yl)propan-2-yl)-3-(p-tolyloxy)propanamide). Reaction conditions: time 2 hour. The yield is 85.0%. The reagents and catalysts are [Pd] (Pd/C). Procedure: A mixture of benzyl(1R,2R)-1-hydroxy-1-(4-methoxyphenyl)-3-(pyrrolidin-1-yl)propan-2-ylcarbamate (0.10 g, 0.26 mmol) and Pd/C (5%, 21 mg) in EtOH (1 mL)/HCl (1 M, 50 μL) was degassed and hydrogen gas was added. The mixture was hydrogenated at atmospheric pressure for two hours. The mixture was filtered over celite and the solvent was removed to dryness. The product was obtained as a colorless oil (63.5 mg, 85% yield). RXN SMILES: Br[C:2]1[CH:3]=[C:4]2[C:9](=[CH:10][CH:11]=1)[C:8]([F:12])=[C:7]([OH:13])[CH:6]=[CH:5]2.B([C:17]1[CH:25]=[CH:24][C:20]([C:21]([OH:23])=[O:22])=[CH:19][C:18]=1[F:26])(O)O>>[F:26][C:18]1[CH:19]=[C:20]([CH:24]=[CH:25][C:17]=1[C:2]1[CH:11]=[CH:10][C:9]2[C:4](=[CH:5][CH:6]=[C:7]([OH:13])[C:8]=2[F:12])[CH:3]=1)[C:21]([OH:23])=[O:22]. Reported procedure: Followed the coupling procedure described in Example 29 starting from 6-bromo-1-fluoronaphthalen-2-ol (Intermediate 13) and 4-borono-3-fluorobenzoic acid. 1H-NMR (DMSO-d6, 300 MHz, TMS): δ 13.32 (b, 1H), 10.28 (b, 1H), 8.14 (s, 1H), 7.98 (d, 1H), 7.78 (d, 1H), 7.73-7.76 (m, 4H), 7.32 (t, 1H), MS (ESI): m/z=299.40 [M−1]−. The reactants are BrC=1C=C2C=CC(=C(C2=CC1)F)O (6-Bromo-1-fluoronaphthalen-2-ol), BrC=1C=C2C=CC(=C(C2=CC1)F)O (6-Bromo-1-fluoronaphthalen-2-ol), B(O)(O)C1=C(C=C(C(=O)O)C=C1)F (4-borono-3-fluorobenzoic acid). Yields the product FC=1C=C(C(=O)O)C=CC1C1=CC2=CC=C(C(=C2C=C1)F)O (3-fluoro-4-(5-fluoro-6-hydroxynaphthalen-2-yl)benzoic acid). Starting materials: [I-].COCCN(C=1C=CC2=NC3=CC=C(C=C3[S+]=C2C1)N1CCN(CC1)C(=O)OC(C)(C)C)CCOC (3-(Bis(2-methoxyethyl)amino)-7-(4-(tert-butoxycarbonyl)piperazin-1-yl)phenothiazin-5-ium iodide), FC(C(=O)O)(F)F (trifluoroacetic acid). The product is COCCN(C=1C=CC2=NC3=CC=C(C=C3[S+]=C2C1)N1CCNCC1)CCOC.FC(C(=O)[O-])(F)F (3-(bis(2-methoxyethyl)amino)-7-(piperazin-1-yl)phenothiazin-5-ium 2,2,2-trifluoroacetate). Procedure details: 3-(Bis(2-methoxyethyl)amino)-7-(4-(tert-butoxycarbonyl)piperazin-1-yl)phenothiazin-5-ium iodide was dissolved in CH2Cl2 and trifluoroacetic acid (1:1 mixture) and heated at 50° C. for 2 to 4 h. The mixture was allowed to cool to RT and the solvent was evaporated to give a residue, which was purified by flash silica gel chromatography. Isolated 15 mg of a dark blue solid as the desired product. Solvent: C(Cl)Cl (CH2Cl2). RXN SMILES: [I-].[CH3:2][O:3][CH2:4][CH2:5][N:6]([CH2:34][CH2:35][O:36][CH3:37])[C:7]1[CH:8]=[CH:9][C:10]2[C:19]([CH:20]=1)=[S+:18][C:17]1[C:12](=[CH:13][CH:14]=[C:15]([N:21]3[CH2:26][CH2:25][N:24](C(OC(C)(C)C)=O)[CH2:23][CH2:22]3)[CH:16]=1)[N:11]=2.[F:38][C:39]([F:44])([F:43])[C:40]([OH:42])=[O:41]>C(Cl)Cl>[CH3:2][O:3][CH2:4][CH2:5][N:6]([CH2:34][CH2:35][O:36][CH3:37])[C:7]1[CH:8]=[CH:9][C:10]2[C:19]([CH:20]=1)=[S+:18][C:17]1[C:12](=[CH:13][CH:14]=[C:15]([N:21]3[CH2:26][CH2:25][NH:24][CH2:23][CH2:22]3)[CH:16]=1)[N:11]=2.[F:38][C:39]([F:44])([F:43])[C:40]([O-:42])=[O:41] |f:0.1,4.5|. Reactants: [K+], [NH4+], O=[N+]([O-])[O-], [OH-], O=S(=O)(O)O, CC(c1ccc(NC=O)cc1)n1ccnc1. The product is CC(c1ccc(NC=O)c([N+](=O)[O-])c1)n1ccnc1. RXN SMILES: [K+:22].[NH4+:27].[O-:23][N+:24]([O-:25])=[O:26].[OH-:28].[S:17](=[O:18])(=[O:19])([OH:20])[OH:21].[n:1]1([CH:6]([CH3:7])[c:8]2[cH:9][cH:10][c:11]([NH:14][CH:15]=[O:16])[cH:12][cH:13]2)[cH:2][n:3][cH:4][cH:5]1>>[n:1]1([CH:6]([CH3:7])[c:8]2[cH:9][c:10]([N+:24](=[O:23])[O-:25])[c:11]([NH:14][CH:15]=[O:16])[cH:12][cH:13]2)[cH:2][n:3][cH:4][cH:5]1. The reactants are FC1=CC=C(C=C1)N(C(=O)OC[C@@]1(CC2=CC=CC(=C2CC1)OCC(=O)OCC)O)C1=CC=C(C=C1)F ((2R)-2-{[N,N-di(4-fluorophenyl)-carbamoyloxy]methyl}-5-[(ethoxycarbonyl)methoxy]-2-hydroxy-1,2,3,4-tetrahydronaphthalene), [OH-].[Na+] (NaOH). Reaction SMILES: [F:1][C:2]1[CH:7]=[CH:6][C:5]([N:8]([C:31]2[CH:36]=[CH:35][C:34]([F:37])=[CH:33][CH:32]=2)[C:9]([O:11][CH2:12][C@@:13]2([OH:30])[CH2:22][CH2:21][C:20]3[C:15](=[CH:16][CH:17]=[CH:18][C:19]=3[O:23][CH2:24][C:25]([O:27]CC)=[O:26])[CH2:14]2)=[O:10])=[CH:4][CH:3]=1.[OH-].[Na+:39]>CO>[F:1][C:2]1[CH:7]=[CH:6][C:5]([N:8]([C:31]2[CH:32]=[CH:33][C:34]([F:37])=[CH:35][CH:36]=2)[C:9]([O:11][CH2:12][C@@:13]2([OH:30])[CH2:22][CH2:21][C:20]3[C:15](=[CH:16][CH:17]=[CH:18][C:19]=3[O:23][CH2:24][C:25]([O-:27])=[O:26])[CH2:14]2)=[O:10])=[CH:4][CH:3]=1.[Na+:39] |f:1.2,4.5|. Procedure details: A solution of (2R)-2-{[N,N-di(4-fluorophenyl)-carbamoyloxy]methyl}-5-[(ethoxycarbonyl)methoxy]-2-hydroxy-1,2,3,4-tetrahydronaphthalene (0.155 g) and 1N-NaOH (0.286 ml) in MeOH (1.5 ml) was stirred for 16 hours at room temperature. After evaporating in vacuo, the residue was crystallized from ether to give sodium {{(2R)-2-{[N,N-di(4-fluorophenyl)carbamoyloxy]methyl}-2-hydroxy-1,2,3,4-tetrahydro-5-naphthyl}oxy}acetate (sodium salt of (2R)-5-(carboxymethoxy)-2-{[N,N-di(4-fluorophenyl)carbamoyloxy]m... Yields the product FC1=CC=C(C=C1)N(C(=O)OC[C@@]1(CC2=CC=CC(=C2CC1)OCC(=O)[O-])O)C1=CC=C(C=C1)F.[Na+] (sodium {{(2R)-2-{[N,N-di(4-fluorophenyl)carbamoyloxy]methyl}-2-hydroxy-1,2,3,4-tetrahydro-5-naphthyl}oxy}acetate). Run in CO (MeOH). Starting materials: Cc1cc(Br)ccc1C(C)N1CCC(CC2(C)CO2)(c2ccccc2)OC1=O, CC[BH-](CC)CC, [Li+], C1CCOC1. Product: Cc1cc(Br)ccc1C(C)N1CCC(CC(C)(C)O)(c2ccccc2)OC1=O. As a reaction SMILES: [Br:9][c:10]1[cH:11][c:12]([CH3:36])[c:13]([CH:16]([CH3:17])[N:18]2[C:19](=[O:35])[O:20][C:21]([c:24]3[cH:25][cH:26][cH:27][cH:28][cH:29]3)([CH2:30][C:31]3([CH3:34])[O:32][CH2:33]3)[CH2:22][CH2:23]2)[cH:14][cH:15]1.[CH2:1]([BH-:2]([CH2:3][CH3:4])[CH2:5][CH3:6])[CH3:7].[Li+:8].[O:37]1[CH2:38][CH2:39][CH2:40][CH2:41]1>>[Br:9][c:10]1[cH:11][c:12]([CH3:36])[c:13]([CH:16]([CH3:17])[N:18]2[C:19](=[O:35])[O:20][C:21]([c:24]3[cH:25][cH:26][cH:27][cH:28][cH:29]3)([CH2:30][C:31]([OH:32])([CH3:33])[CH3:34])[CH2:22][CH2:23]2)[cH:14][cH:15]1. Starting materials: CI (methyl iodide), [H-].[Na+] (NaH), CS(=O)C (DMSO), COC1=C(C(=CC=C1)OCC1=CC=C(C=C1)OC)C(C)=O (1-[2-methoxy-6-(4-methoxybenzyloxy)phenyl]ethanone), C(=S)=S (carbon disulfide), CS(=O)C (DMSO). Solvent: O (water). Conditions: time 18 hour. The product is COC1=C(C(=CC=C1)OCC1=CC=C(C=C1)OC)C(C=C(SC)SC)=O (1-(2-Methoxy-6-(4-methoxybenzyloxy)phenyl)-3,3-bis(methylthio)prop-2-en-1-one). RXN SMILES: [H-].[Na+].[CH3:3][O:4][C:5]1[CH:10]=[CH:9][CH:8]=[C:7]([O:11][CH2:12][C:13]2[CH:18]=[CH:17][C:16]([O:19][CH3:20])=[CH:15][CH:14]=2)[C:6]=1[C:21](=[O:23])[CH3:22].[C:24](=S)=[S:25].CI.[CH3:29][S:30]([CH3:32])=O>O>[CH3:3][O:4][C:5]1[CH:10]=[CH:9][CH:8]=[C:7]([O:11][CH2:12][C:13]2[CH:14]=[CH:15][C:16]([O:19][CH3:20])=[CH:17][CH:18]=2)[C:6]=1[C:21](=[O:23])[CH:22]=[C:29]([S:25][CH3:24])[S:30][CH3:32] |f:0.1|. Reported procedure: A 500 mL round bottom flask is charged with 95% NaH (7.28 g, 288 mmol) and dry DMSO is added (170 mL). To the resulting heterogeneous mixture is added dropwise, 1-[2-methoxy-6-(4-methoxybenzyloxy)phenyl]ethanone (41.2 g, 144 mmol) in dry DMSO (60 mL). The mixture is stirred at room temperature for 10 min, at which time carbon disulfide is added dropwise (8.69 mL, 144 mmol), followed immediately by methyl iodide (18.0 mL, 288 mmol). Heat and gas are evolved during the addition of both reagents pr... The reactants are COC(C1=C(C=CC=C1)NC1=C(C(=CC=C1)C(C)N(O)C(C)=O)Cl)=O (2[[3-[1-(Acetylhydroxyamino)ethyl]-2-chlorophenyl]amino]benzoic acid methyl ester), Cl (HCl), NN (hydrazine). The solvent is [Cl-].[Na+].O (brine). Yields the product C(C)(=O)N(C(C)C=1C(=C(C=CC1)NC1=C(C(=O)NN)C=CC=C1)Cl)O (2-[[3-[1-(acetylhydroxyamino]ethyl]-2-chlorophenyl]amino]benzoic acid hydrazide). Isolated yield 69.0%. Reaction SMILES: C[O:2][C:3](=O)[C:4]1[CH:9]=[CH:8][CH:7]=[CH:6][C:5]=1[NH:10][C:11]1[CH:16]=[CH:15][CH:14]=[C:13]([CH:17]([N:19]([C:21](=[O:23])[CH3:22])[OH:20])[CH3:18])[C:12]=1[Cl:24].Cl.[NH2:27][NH2:28]>[Cl-].[Na+].O>[C:21]([N:19]([OH:20])[CH:17]([C:13]1[C:12]([Cl:24])=[C:11]([NH:10][C:5]2[CH:6]=[CH:7][CH:8]=[CH:9][C:4]=2[C:3]([NH:27][NH2:28])=[O:2])[CH:16]=[CH:15][CH:14]=1)[CH3:18])(=[O:23])[CH3:22] |f:3.4.5|. Reported procedure: 2[[3-[1-(Acetylhydroxyamino)ethyl]-2-chlorophenyl]amino]benzoic acid methyl ester (4.0 g, 11.0 mmoles) is suspended in neat hydrazine (30 mL) and stirred at room temperature. When all solid is dissolved (approximately 10 minutes after addition) the reaction mixture is diluted with 300 mL of cold brine. The pH of the solution is lowered to pH 7 by the addition of concentrated HCl. The precipitate is collected by filtration and recrystallized from EtOAc to give 2-[[3-[1-(acetylhydroxyamino]ethyl]-...